From a dataset of the Open Reaction Database (ORD), a public repository of structured organic reaction records. describe an organic reaction: reactants, conditions, products, and yield The reactants are N1C=CC2=CC=CC=C12 (indole), CC(C)([O-])C.[K+] (potassium tert-butoxide), Example 38, C(C(=O)OCC)(=O)OCC (diethyl oxalate). Solvent: CN(C)C=O (DMF), O (water). Product: C(C)N1C=CC2=CC=CC=C12 (N-ethyl-indole). Reaction SMILES: [NH:1]1[C:9]2[C:4](=[CH:5][CH:6]=[CH:7][CH:8]=2)[CH:3]=[CH:2]1.[C:10](OCC)(=O)[C:11](OCC)=O.CC(C)([O-])C.[K+]>CN(C=O)C.O>[CH2:10]([N:1]1[C:9]2[C:4](=[CH:5][CH:6]=[CH:7][CH:8]=2)[CH:3]=[CH:2]1)[CH3:11] |f:2.3|. Procedure: To a solution of indole product in Example 38 (150 mg, 0.572 mmol) and diethyl oxalate (92 mg, 0.63 mmol) in DMF (5 mL), potassium tert-butoxide (71 mg, 0.63 mmol) was added in one portion at room temperature under nitrogen. The reaction mixture was warmed to reflux under nitrogen for 1 h and then was cooled down to room temperature. The mixture was diluted with water (50 mL) and extracted (3×) with methylene chloride. The combined organic layers were washed with brine, dried over Na2SO4, filter...